Dataset: the Open Reaction Database (ORD), a public repository of structured organic reaction records. Task: describe an organic reaction: reactants, conditions, products, and yield Isolated yield 60.6%. The product is CS(=O)(=O)C1=CC=C(OC=2C=C(O[C@H](CO)C)C=C(C2)C=2NC(=CC2)C=2SC=CN2)C=C1 ((2S)-2-{3-[4-(Methylsulfonyl)phenoxy]-5-[5-(1,3-thiazol-2-yl)-1H-pyrrol-2-yl]phenoxy}propan-1-ol). As a reaction SMILES: C[O:2][CH2:3][C@H:4]([CH3:33])[O:5][C:6]1[CH:7]=[C:8]([C:23]2[NH:27][C:26]([C:28]3[S:29][CH:30]=[CH:31][N:32]=3)=[CH:25][CH:24]=2)[CH:9]=[C:10]([O:12][C:13]2[CH:18]=[CH:17][C:16]([S:19]([CH3:22])(=[O:21])=[O:20])=[CH:15][CH:14]=2)[CH:11]=1.B(Br)(Br)Br.ClCCl.C(=O)([O-])O.[Na+].C(OCC)(=O)C>ClCCl>[CH3:22][S:19]([C:16]1[CH:15]=[CH:14][C:13]([O:12][C:10]2[CH:11]=[C:6]([CH:7]=[C:8]([C:23]3[NH:27][C:26]([C:28]4[S:29][CH:30]=[CH:31][N:32]=4)=[CH:25][CH:24]=3)[CH:9]=2)[O:5][C@@H:4]([CH3:33])[CH2:3][OH:2])=[CH:18][CH:17]=1)(=[O:21])=[O:20] |f:1.2,3.4|. The reactants are C(C)(=O)OCC (ethyl acetate), COC[C@@H](OC=1C=C(C=C(C1)OC1=CC=C(C=C1)S(=O)(=O)C)C1=CC=C(N1)C=1SC=CN1)C (2-(5-{3-[(1S)-2-methoxy-1-methylethoxy]-5-[4-(methylsulfonyl)phenoxy]phenyl}-1H-pyrrol-2-yl)-1,3-thiazole), C(O)([O-])=O.[Na+] (sodium hydrogencarbonate), B(Br)(Br)Br.ClCCl (boron tribromide dichloromethane). Reaction conditions: time 30 minute. Procedure: Under nitrogen atmosphere, 2-(5-{3-[(1S)-2-methoxy-1-methylethoxy]-5-[4-(methylsulfonyl)phenoxy]phenyl}-1H-pyrrol-2-yl)-1,3-thiazole (88.8 mg, 0.183 mmol) synthesized in Example (1i) was dissolved in dichloromethane (5 mL), and a boron tribromide/dichloromethane solution (1.0M, 220 μL, 0.22 mmol) was added at −78° C. Subsequently, the temperature was brought back to room temperature, followed by stirring for 30 minutes. A saturated aqueous sodium hydrogencarbonate solution was added to the react... Run in ClCCl (dichloromethane).